describe an organic reaction: reactants, conditions, products, and yield From a dataset of the Open Reaction Database (ORD), a public repository of structured organic reaction records. Starting materials: liquid, BrBr (bromine), N1(CCNCC1)C1=NC=CC=C1 (2-piperazinylpyridine). Solvent: Br (hydrobromic acid). Reaction conditions: temperature 115 celsius. Product: Br.BrC=1C=NC(=CC1)N1CCNCC1 (3-bromo-6-piperazinylpyridine hydrobromide). As a reaction SMILES: [N:1]1([C:7]2[CH:12]=[CH:11][CH:10]=[CH:9][N:8]=2)[CH2:6][CH2:5][NH:4][CH2:3][CH2:2]1.[Br:13]Br>Br>[BrH:13].[Br:13][C:10]1[CH:9]=[N:8][C:7]([N:1]2[CH2:2][CH2:3][NH:4][CH2:5][CH2:6]2)=[CH:12][CH:11]=1 |f:3.4|. Reported procedure: A solution of 81.5 g of 2-piperazinylpyridine [J. Org. Chem., 18, 1484 (1953)] in 250 g of 48% hydrobromic acid is heated at 70° C. With stirring, 80 g of liquid bromine is added dropwise. The mixture is heated at 115° C. for 1 hour. The mixture is cooled and the product 3-bromo-6-piperazinylpyridine hydrobromide is isolated by filtration. The salt is treated with excess dilute sodium hydroxide and extracted into toluene. The 3-bromo-6-piperazinylpyridine crystallizes as the solvent is removed i... Reactants: BrCCCCCNC(OCC(COC(NCCCCCCCCCCCCCCCCC)=O)OC1=NOC(=C1)C)=O ((2RS)-3-(N-heptadecylcarbamoyloxy)-2-(5-methyl-3-isoxazolyloxy)propyl N-(5-bromopentyl)carbamate), S1C=NC=C1 (thiazole). The product is 33(b), [Br-].C(CCCCCCCCCCCCCCCC)NC(=O)OCC(COC(=O)NCCCCC[N+]1=CSC=C1)OC1=NOC(=C1)C (3-{5-[(2RS)-3-(N-Heptadecylcarbamoyloxy)-2-(5-methyl-3-isoxazolyloxy)propoxycarbonylamino]pentyl}thiazolium bromide). Reaction SMILES: [Br:1][CH2:2][CH2:3][CH2:4][CH2:5][CH2:6][NH:7][C:8](=[O:41])[O:9][CH2:10][CH:11]([O:34][C:35]1[CH:39]=[C:38]([CH3:40])[O:37][N:36]=1)[CH2:12][O:13][C:14](=[O:33])[NH:15][CH2:16][CH2:17][CH2:18][CH2:19][CH2:20][CH2:21][CH2:22][CH2:23][CH2:24][CH2:25][CH2:26][CH2:27][CH2:28][CH2:29][CH2:30][CH2:31][CH3:32].[S:42]1[CH:46]=[CH:45][N:44]=[CH:43]1>>[Br-:1].[CH2:16]([NH:15][C:14]([O:13][CH2:12][CH:11]([O:34][C:35]1[CH:39]=[C:38]([CH3:40])[O:37][N:36]=1)[CH2:10][O:9][C:8]([NH:7][CH2:6][CH2:5][CH2:4][CH2:3][CH2:2][N+:44]1[CH:45]=[CH:46][S:42][CH:43]=1)=[O:41])=[O:33])[CH2:17][CH2:18][CH2:19][CH2:20][CH2:21][CH2:22][CH2:23][CH2:24][CH2:25][CH2:26][CH2:27][CH2:28][CH2:29][CH2:30][CH2:31][CH3:32] |f:2.3|. Reported procedure: 33(b) 0.388 g of the title compound was prepared, as a powder, by reacting 0.600 g of (2RS)-3-(N-heptadecylcarbamoyloxy)-2-(5-methyl-3-isoxazolyloxy)propyl N-(5-bromopentyl)carbamate [prepared as described in step (a) above] with 0.66 ml of thiazole by a similar procedure to that described in Example 25(b). The reactants are [N+](=O)([O-])C1=CC=2C(C3=CC=CC=C3C(C2C=C1)=O)=O (2-nitroanthraquinone), [N+](=O)([O-])C1=CC=CC=2C(C3=CC=CC=C3C(C12)=O)=O (1-nitroanthraquinone), [N+](=O)([O-])C1=C(C=2C(C3=CC=CC=C3C(C2C=C1)=O)=O)[N+](=O)[O-] (dinitroanthraquinone), 1,7- and 1,8-dinitroanthraquinone, [N+](=O)([O-])C1=CC=CC=2C(C3=CC=CC=C3C(C12)=O)=O (1-nitroanthraquinone). Product: C1=CC=CC=2C(C3=CC=CC=C3C(C12)=O)=O (anthraquinone). RXN SMILES: [N+]([C:4]1[C:17]2[C:16](=[O:18])[C:15]3[C:10](=[CH:11][CH:12]=[CH:13][CH:14]=3)[C:9](=[O:19])[C:8]=2[CH:7]=[CH:6][CH:5]=1)([O-])=O.[N+](C1C=CC2C(=O)C3C(=CC=CC=3)C(=O)C=2C=1[N+]([O-])=O)([O-])=O.[N+](C1C=CC2C(=O)C3C(=CC=CC=3)C(=O)C=2C=1)([O-])=O>>[CH:11]1[C:10]2[C:9](=[O:19])[C:8]3[C:17](=[CH:4][CH:5]=[CH:6][CH:7]=3)[C:16](=[O:18])[C:15]=2[CH:14]=[CH:13][CH:12]=1. Procedure: By 1-nitroanthraquinone containing dinitroanthraquinone there is here understood a 1-nitroanthraquinone essentially contaminated with 2-nitroanthraquinone and 1,5-, 1,6-, 1,7- and 1,8-dinitroanthraquinone, such as is obtained on nitration of anthraquinone.